The task is: describe an organic reaction: reactants, conditions, products, and yield. This data is from the Open Reaction Database (ORD), a public repository of structured organic reaction records. Starting materials: CC(C)(C)OC(=O)N1CCC(C(O)c2ccccc2)C1, O=C([O-])[O-], Cc1ccccc1, ClCCl, [Cs+], [Cs+], [Cu]I, Cc1ccccc1I, c1cnc2c(c1)ccc1cccnc12. Product: Cc1ccccc1OC(c1ccccc1)C1CCN(C(=O)OC(C)(C)C)C1. Reaction SMILES: [C:1]([CH3:2])([CH3:3])([CH3:4])[O:5][C:6](=[O:7])[N:8]1[CH2:9][CH:10]([CH:13]([c:14]2[cH:15][cH:16][cH:17][cH:18][cH:19]2)[OH:20])[CH2:11][CH2:12]1.[C:43](=[O:44])([O-:45])[O-:46].[CH3:49][c:50]1[cH:51][cH:52][cH:53][cH:54][cH:55]1.[Cl:56][CH2:57][Cl:58].[Cs+:47].[Cs+:48].[Cu:59][I:60].[I:21][c:22]1[c:23]([CH3:28])[cH:24][cH:25][cH:26][cH:27]1.[cH:29]1[cH:30][c:31]2[cH:32][cH:33][c:34]3[c:35]([c:36]2[n:37][cH:38]1)[n:39][cH:40][cH:41][cH:42]3>>[C:1]([CH3:2])([CH3:3])([CH3:4])[O:5][C:6](=[O:7])[N:8]1[CH2:9][CH:10]([CH:13]([c:14]2[cH:15][cH:16][cH:17][cH:18][cH:19]2)[O:20][c:22]2[c:23]([CH3:28])[cH:24][cH:25][cH:26][cH:27]2)[CH2:11][CH2:12]1. The reactants are CC(C)(C)c1cc(C=O)c(c(c1)C(C)(C)C)O, CC1=CN=C(C=C1)N, [C-]#[N+]C1CCCCC1. Reagents/catalysts: O=C(O)C(F)(F)F (trifluoroacetic acid). Run in CC(C)O (isopropyl alcohol), CC(C)O (isopropylalcohol). Conditions: temperature 22 celsius, time 20 hour. The product is Cc1ccc2nc(c3cc(cc(c3O)C(C)(C)C)C(C)(C)C)c(NC3CCCCC3)n2c1. The yield is 0.0%. As a reaction SMILES: CC1=CC=C(N)N=C1.[C-]#[N+]C1CCCCC1.CC(C)(C)C1=CC(C=O)=C(O)C(=C1)C(C)(C)C>>CC1=CN2C(C=C1)=NC(=C2NC1CCCCC1)C1=C(O)C(=CC(=C1)C(C)(C)C)C(C)(C)C. Reactants: [Br-], O=CCCCCCCCBr, O=C(O)CCCCCCC[P+](c1ccccc1)(c1ccccc1)c1ccccc1, C1CCOC1. Yields the product O=C(O)CCCCCCC=CCCCCCCCBr. Reaction SMILES: [Br-:1].[Br:31][CH2:32][CH2:33][CH2:34][CH2:35][CH2:36][CH2:37][CH2:38][CH:39]=[O:40].[C:2](=[O:3])([OH:4])[CH2:5][CH2:6][CH2:7][CH2:8][CH2:9][CH2:10][CH2:11][P+:12]([c:13]1[cH:14][cH:15][cH:16][cH:17][cH:18]1)([c:19]1[cH:20][cH:21][cH:22][cH:23][cH:24]1)[c:25]1[cH:26][cH:27][cH:28][cH:29][cH:30]1.[O:41]1[CH2:42][CH2:43][CH2:44][CH2:45]1>>[C:2](=[O:3])([OH:4])[CH2:5][CH2:6][CH2:7][CH2:8][CH2:9][CH2:10][CH:11]=[CH:39][CH2:38][CH2:37][CH2:36][CH2:35][CH2:34][CH2:33][CH2:32][Br:31]. The reactants are ClC1=CC=C(C=C1)C1=C(C=2N(N=C1)C(NN2)=O)C2=CC=C(C=C2)Cl (7,8-bis(4-chlorophenyl)-[1,2,4]triazolo[4,3-b]pyridazin-3(2H)-one), C(=O)([O-])[O-].[Cs+].[Cs+] (Cs2CO3), Cl.ClCCN1CCOCC1 (4-(2-chloroethyl)morpholine hydrochloride). Solvent: CN(C)C=O (DMF), O (water). Run at temperature 70 celsius, time 30 minute. Product: ClC1=CC=C(C=C1)C1=C(C=2N(N=C1)C(N(N2)CCN2CCOCC2)=O)C2=CC=C(C=C2)Cl (7,8-bis(4-chlorophenyl)-2-(2-morpholinoethyl)-[1,2,4]triazolo[4,3-b]pyridazin-3(2H)-one). Isolated yield 67.6%. Reaction SMILES: [Cl:1][C:2]1[CH:7]=[CH:6][C:5]([C:8]2[CH:13]=[N:12][N:11]3[C:14](=[O:17])[NH:15][N:16]=[C:10]3[C:9]=2[C:18]2[CH:23]=[CH:22][C:21]([Cl:24])=[CH:20][CH:19]=2)=[CH:4][CH:3]=1.C([O-])([O-])=O.[Cs+].[Cs+].Cl.Cl[CH2:33][CH2:34][N:35]1[CH2:40][CH2:39][O:38][CH2:37][CH2:36]1>CN(C=O)C.O>[Cl:1][C:2]1[CH:7]=[CH:6][C:5]([C:8]2[CH:13]=[N:12][N:11]3[C:14](=[O:17])[N:15]([CH2:33][CH2:34][N:35]4[CH2:40][CH2:39][O:38][CH2:37][CH2:36]4)[N:16]=[C:10]3[C:9]=2[C:18]2[CH:23]=[CH:22][C:21]([Cl:24])=[CH:20][CH:19]=2)=[CH:4][CH:3]=1 |f:1.2.3,4.5|. Procedure details: To 7,8-bis(4-chlorophenyl)-[1,2,4]triazolo[4,3-b]pyridazin-3(2H)-one, (40 mg, 0.11 mmol), prepared as described in Example 1, in DMF (1 mL) was added Cs2CO3 (110 mg, 0.33 mmol) and 4-(2-chloroethyl)morpholine hydrochloride (31 mg, 0.166 mmol). The reaction mixture was stirred at 70° C. for 30 min under argon. After this time, the reaction mixture was diluted with water (5 mL). The resulting solution was extracted with EtOAc (3×5 mL). The combined organic layers were washed with water (2×5 mL) an... RXN SMILES: N1C2C(=CC=CC=2)C(=O)C1=O.[F:12][C:13]1[CH:14]=[C:15]2[C:19](=[CH:20][CH:21]=1)[NH:18][C:17](=[O:22])[C:16]2=[O:23].BrCCC1CC1.Br[CH2:31][C:32]1[O:33][C:34]([C:37]([F:40])([F:39])[F:38])=[CH:35][CH:36]=1>>[F:12][C:13]1[CH:14]=[C:15]2[C:19](=[CH:20][CH:21]=1)[N:18]([CH2:31][C:32]1[O:33][C:34]([C:37]([F:40])([F:39])[F:38])=[CH:35][CH:36]=1)[C:17](=[O:22])[C:16]2=[O:23]. Starting materials: 2A, BrCCC1CC1 ((2-bromoethyl)cyclopropane), BrCC=1OC(=CC1)C(F)(F)F (2-(bromomethyl)-5-(trifluoromethyl)furan), N1C(=O)C(=O)C2=CC=CC=C12 (isatin), FC=1C=C2C(C(NC2=CC1)=O)=O (5-fluoroisatin). The product is FC=1C=C2C(C(N(C2=CC1)CC=1OC(=CC1)C(F)(F)F)=O)=O (5-fluoro-1-{[5-(trifluoromethyl)-2-furyl]methyl}-1H-indole-2,3-dione). Reported procedure: Following the procedure as described in PREPARATION 2A, and making non-critical variations to replace isatin with 5-fluoroisatin, and (2-bromoethyl)cyclopropane with 2-(bromomethyl)-5-(trifluoromethyl)furan, the title compound was obtained (59%) as a red solid: 1H NMR (300 MHz, DMSO-d6) δ 7.54-7.50 (m, 1H), 7.47-7.44 (m, 1H), 7.20 (dd, 1H), 7.14-7.13 (m, 1H), 6.75 (d, 1H), 4.99 (s, 2H); 13C NMR (75 MHz, DMSO-d6) δ 182.4 (d), 160.7, 158.5 (d), 157.5, 153.0 (d), 146.5 (d), 139.9 (q), 124.3, 119.3 ... Starting materials: COC(=O)C1CC(=O)N(c2ccc(OCc3cccc(F)c3)cc2)C1, CCOC(C)=O, Cl, C1COCCO1. Yields the product O=C(O)C1CC(=O)N(c2ccc(OCc3cccc(F)c3)cc2)C1. As a reaction SMILES: [CH3:1][O:2][C:3](=[O:4])[CH:5]1[CH2:6][N:7]([c:11]2[cH:12][cH:13][c:14]([O:17][CH2:18][c:19]3[cH:20][c:21]([F:25])[cH:22][cH:23][cH:24]3)[cH:15][cH:16]2)[C:8](=[O:10])[CH2:9]1.[CH3:33][CH2:34][O:35][C:36](=[O:37])[CH3:38].[ClH:26].[O:27]1[CH2:28][CH2:29][O:30][CH2:31][CH2:32]1>>[O:2]=[C:3]([OH:4])[CH:5]1[CH2:6][N:7]([c:11]2[cH:12][cH:13][c:14]([O:17][CH2:18][c:19]3[cH:20][c:21]([F:25])[cH:22][cH:23][cH:24]3)[cH:15][cH:16]2)[C:8](=[O:10])[CH2:9]1. Starting materials: C(C1=CC=CC=C1)OC1=CC=C(C=N1)O (6-(benzyloxy)pyridin-3-ol), CC(C)([O-])C.[K+] (potassium t-butoxide), FC1=C(C(=O)OC)C=CC(=C1)F (methyl 2,4-difluorobenzoate). Run in CC1OCCC1 (2-methyltetrahydrofuran), CC1OCCC1 (2-methyltetrahydrofuran), C(C)(=O)OCC (ethyl acetate). Run at temperature 75 celsius, time 15 minute. The product is C(C1=CC=CC=C1)OC1=CC=C(C=N1)OC1=C(C(=O)OC)C=CC(=C1)F (methyl 2-(6-(benzyloxy)pyridin-3-yloxy)-4-fluorobenzoate). RXN SMILES: [CH2:1]([O:8][C:9]1[N:14]=[CH:13][C:12]([OH:15])=[CH:11][CH:10]=1)[C:2]1[CH:7]=[CH:6][CH:5]=[CH:4][CH:3]=1.CC(C)([O-])C.[K+].F[C:23]1[CH:32]=[C:31]([F:33])[CH:30]=[CH:29][C:24]=1[C:25]([O:27][CH3:28])=[O:26]>CC1CCCO1.C(OCC)(=O)C>[CH2:1]([O:8][C:9]1[N:14]=[CH:13][C:12]([O:15][C:23]2[CH:32]=[C:31]([F:33])[CH:30]=[CH:29][C:24]=2[C:25]([O:27][CH3:28])=[O:26])=[CH:11][CH:10]=1)[C:2]1[CH:3]=[CH:4][CH:5]=[CH:6][CH:7]=1 |f:1.2|. Reported procedure: To 6-(benzyloxy)pyridin-3-ol (1.10 g) in 2-methyltetrahydrofuran (20 mL) was added potassium t-butoxide (5.47 mL, 1.0M in tetrahydrofuran). After stirring for 15 minutes, methyl 2,4-difluorobenzoate (1.035 g) in 2-methyltetrahydrofuran (2 mL) was added and the reaction heated to 75° C. for 1 hour. The reaction was cooled, diluted with ethyl acetate (150 mL), washed with water (50 mL), brine (50 mL), dried over magnesium sulfate, filtered and concentrated. Silica gel chromatography (SF40-80 g) el... Reactants: [Li+].[OH-] (LiOH), C(Cl)Cl (DCM), COC(CC1=CC(=C(C=C1)C1=NOC(=C1C(NCCOC1=C(C=C(C=C1)Cl)Cl)=O)C1=CC=CC=C1)Cl)=O ((3-Chloro-4-{4-[2-(2,4-dichloro-phenoxy)-ethylcarbamoyl]-5-phenyl-isoxazol-3-yl}-phenyl)-acetic acid methyl ester), Cl (HCl). Solvent: O (H2O), C1CCOC1 (THF). Run at time 8 hour. Yields the product ClC=1C=C(C=CC1C1=NOC(=C1C(NCCOC1=C(C=C(C=C1)Cl)Cl)=O)C1=CC=CC=C1)CC(=O)O ((3-Chloro-4-{4-[2-(2,4-dichloro-phenoxy)-ethylcarbamoyl]-5-phenyl-isoxazol-3-yl}-phenyl)-acetic acid). RXN SMILES: C[O:2][C:3](=[O:37])[CH2:4][C:5]1[CH:10]=[CH:9][C:8]([C:11]2[C:15]([C:16](=[O:29])[NH:17][CH2:18][CH2:19][O:20][C:21]3[CH:26]=[CH:25][C:24]([Cl:27])=[CH:23][C:22]=3[Cl:28])=[C:14]([C:30]3[CH:35]=[CH:34][CH:33]=[CH:32][CH:31]=3)[O:13][N:12]=2)=[C:7]([Cl:36])[CH:6]=1.[Li+].[OH-].Cl.C(Cl)Cl>C1COCC1.O>[Cl:36][C:7]1[CH:6]=[C:5]([CH2:4][C:3]([OH:37])=[O:2])[CH:10]=[CH:9][C:8]=1[C:11]1[C:15]([C:16](=[O:29])[NH:17][CH2:18][CH2:19][O:20][C:21]2[CH:26]=[CH:25][C:24]([Cl:27])=[CH:23][C:22]=2[Cl:28])=[C:14]([C:30]2[CH:31]=[CH:32][CH:33]=[CH:34][CH:35]=2)[O:13][N:12]=1 |f:1.2|. Procedure: The crude (3-Chloro-4-{4-[2-(2,4-dichloro-phenoxy)-ethylcarbamoyl]-5-phenyl-isoxazol-3-yl}-phenyl)-acetic acid methyl ester 36 (0.85 mmol) is dissolved in THF (5 mL). A solution of 1 M LiOH in H2O (2 mL) is added and the mixture is stirred overnight at room temperature. The mixture is acidified with 1 M HCl (3 mL), DCM (50 mL) is added and the organic layer washed with H2O (3×30 mL). The organic layer is dried (MgSO4), filtered, concentrated and purified on reverse phase HPLC (H2O/MeCN gradient)...